This data is from the Open Reaction Database (ORD), a public repository of structured organic reaction records. The task is: describe an organic reaction: reactants, conditions, products, and yield Reactants: Cl.C(C)(C)(C)OC(=O)N[C@H](CC1=CNC2=CC=CC=C12)C(=O)N[C@@H](CC(C)C)C(=O)N[C@@H](CCCNC(N)=N)C(=O)N1[C@H](C(=O)NCC(=O)N)CCC1 (Nα -t-butoxycarbonyl-D-tryptophyl-L-leucyl-L-arginyl-L-prolyl-glycinamide hydrochloride), CO (methanol), Cl (hydrogen chloride). Run in O1CCCC1 (tetrahydrofuran). Run at time 1 hour. Yields the product Cl.Cl.N[C@H](CC1=CNC2=CC=CC=C12)C(=O)N[C@@H](CC(C)C)C(=O)N[C@@H](CCCNC(N)=N)C(=O)N1[C@H](C(=O)NCC(=O)N)CCC1 (D-Tryptophyl-L-leucyl-L-arginyl-L-prolyl-glycinamide dihydrochloride). Reaction SMILES: [ClH:1].C(OC([NH:9][C@@H:10]([C:21]([NH:23][C@H:24]([C:29]([NH:31][C@H:32]([C:40]([N:42]1[CH2:53][CH2:52][CH2:51][C@H:43]1[C:44]([NH:46][CH2:47][C:48]([NH2:50])=[O:49])=[O:45])=[O:41])[CH2:33][CH2:34][CH2:35][NH:36][C:37](=[NH:39])[NH2:38])=[O:30])[CH2:25][CH:26]([CH3:28])[CH3:27])=[O:22])[CH2:11][C:12]1[C:20]2[C:15](=[CH:16][CH:17]=[CH:18][CH:19]=2)[NH:14][CH:13]=1)=O)(C)(C)C.CO.Cl>O1CCCC1>[ClH:1].[ClH:1].[NH2:9][C@@H:10]([C:21]([NH:23][C@H:24]([C:29]([NH:31][C@H:32]([C:40]([N:42]1[CH2:53][CH2:52][CH2:51][C@H:43]1[C:44]([NH:46][CH2:47][C:48]([NH2:50])=[O:49])=[O:45])=[O:41])[CH2:33][CH2:34][CH2:35][NH:36][C:37](=[NH:38])[NH2:39])=[O:30])[CH2:25][CH:26]([CH3:27])[CH3:28])=[O:22])[CH2:11][C:12]1[C:20]2[C:15](=[CH:16][CH:17]=[CH:18][CH:19]=2)[NH:14][CH:13]=1 |f:0.1,5.6.7|. Procedure details: A solution of 1.69 g. of Nα -t-butoxycarbonyl-D-tryptophyl-L-leucyl-L-arginyl-L-prolyl-glycinamide hydrochloride in 20 ml. of methanol and 10 ml. of 3N hydrogen chloride in 10 ml. of tetrahydrofuran is allowed to stand for 1 hour and then evaporated to dryness at 30° C. under reduced pressure. The residue is twice dissolved in 20 ml. of methanol and the solvent evaporated. It is then dried at 45° C. under reduced pressure. The product is used without further purification.